From a dataset of the Open Reaction Database (ORD), a public repository of structured organic reaction records. describe an organic reaction: reactants, conditions, products, and yield The reactants are N1C=CC=C1 (pyrrole), [H-].[Na+] (NaH), COCCOC (DME), BrCC1=C(C=C2C=C(C(OC2=C1)C(F)(F)F)C(=O)OCC)Cl (ethyl 7-(bromomethyl)-6-chloro-2-(trifluoromethyl)-2H-chromene-3-carboxylate), COCCOC (DME), COCCOC (DME). Conditions: temperature 0 celsius, time 10 minute. Yields the product ClC=1C=C2C=C(C(OC2=CC1COCC)C(F)(F)F)C(=O)OCC (ethyl 6-chloro-7-(ethoxymethyl)-2-(trifluoromethyl)-2H-chromene-3-carboxylate). As a reaction SMILES: N1C=CC=C1.[H-].[Na+].Br[CH2:9][C:10]1[CH:19]=[C:18]2[C:13]([CH:14]=[C:15]([C:24]([O:26][CH2:27][CH3:28])=[O:25])[CH:16]([C:20]([F:23])([F:22])[F:21])[O:17]2)=[CH:12][C:11]=1[Cl:29].C[O:31][CH2:32][CH2:33]OC>>[Cl:29][C:11]1[CH:12]=[C:13]2[C:18](=[CH:19][C:10]=1[CH2:9][O:31][CH2:32][CH3:33])[O:17][CH:16]([C:20]([F:23])([F:22])[F:21])[C:15]([C:24]([O:26][CH2:27][CH3:28])=[O:25])=[CH:14]2 |f:1.2|. Reported procedure: A solution of pyrrole (55 mg, 0.75 mmol) in 1.5 mL DME was added to a mixture of NaH (38 mg, 0.83 mmol) in I mL DME at 0° C. under argon. The mixture was stirred at 0° C. for 10 min and then warmed to 25° C. After 30 min, a solution of ethyl 7-(bromomethyl)-6-chloro-2-(trifluoromethyl)-2H-chromene-3-carboxylate (300 mg, 0.75 mmol), from Example 162 Step 3, was dissolved in 2.5 mL DME was added dropwise. After 3 h, the reaction was filtered through a pad of Celite (1″) and washed with EtOAc (10 m... Starting materials: CCOC(=O)C (EtOAc), [CH2-]C(=O)C (Acetonide), C1CN2CCN1CC2 (DABCO), W(CO)6, crude mixture, C[Si](C)(C)CCOCCl (SEMCl), CCN(C(C)C)C(C)C (DIPEA). Run in C(Cl)Cl (CH2Cl2), C1(=CC=CC=C1)C (toluene). Run at temperature 40 celsius, time 3 hour. The product is glycal alcohol, C[Si](C)(C)CCOCOCOCC[Si](C)(C)C (Trimethylsilylethoxymethyl Ether). Yield: 75.0%. Reaction SMILES: [CH2-]C(C)=O.C1N2CCN(CC2)C1.CCN(C(C)C)C(C)C.[CH3:22][Si:23]([CH2:26][CH2:27][O:28][CH2:29]Cl)([CH3:25])[CH3:24].[CH3:31][CH2:32][O:33][C:34](C)=[O:35]>C1(C)C=CC=CC=1.C(Cl)Cl>[CH3:22][Si:23]([CH2:26][CH2:27][O:28][CH2:29][O:35][CH2:34][O:33][CH2:32][CH2:31][Si:23]([CH3:25])([CH3:24])[CH3:22])([CH3:25])[CH3:24]. Reported procedure: The glycal alcohol 10 was prepared as described above by the irradiation of alkynyl diol 7 (2.0 g, 8.5 mmol) in toluene (0.20 M, 43 mL) with DABCO (1.9 g, 17 mmol) and W(CO)6 (750 mg, 2.1 mmol) for 20 hours. The crude mixture containing 10 was then dissolved in CH2Cl2 (1.0 M, 8.5 mL), and DIPEA (7.4 mL, 43 mmol) was added to the solution all at once. Then SEMCl (3.0 mL, 17 mmol) was carefully added to the reaction. The reaction was stirred at 40° C. for 3 hours. The reaction was then diluted wit... The reactants are Cc1cc(=O)c2[nH]nc(-c3ccc(Cl)cc3)c2[nH]1, O=P(Cl)(Cl)Cl. Product: Cc1cc(Cl)c2[nH]nc(-c3ccc(Cl)cc3)c2n1. Reaction SMILES: [O:1]=[c:2]1[c:3]2[c:4]([nH:5][c:6]([CH3:8])[cH:7]1)[c:9](-[c:12]1[cH:13][cH:14][c:15]([Cl:18])[cH:16][cH:17]1)[n:10][nH:11]2.[P:19]([Cl:20])([Cl:21])([Cl:22])=[O:23]>>[c:2]1([Cl:21])[c:3]2[c:4]([n:5][c:6]([CH3:8])[cH:7]1)[c:9](-[c:12]1[cH:13][cH:14][c:15]([Cl:18])[cH:16][cH:17]1)[n:10][nH:11]2. Starting materials: COC1=CC=C(C=C1)C1=CC=C(C(=N1)CC(=O)[O-])C ([6-(4-methoxyphenyl)-3-methyl-2-pyridinyl]acetate), [Li+].[BH4-] (LiBH4). The solvent is C1CCOC1 (THF). The product is COC1=CC=C(C=C1)C1=CC=C(C(=N1)CCO)C (2-[6-(4-methoxyphenyl)-3-methyl-2-pyridinyl]ethanol). Reaction SMILES: [CH3:1][O:2][C:3]1[CH:8]=[CH:7][C:6]([C:9]2[N:14]=[C:13]([CH2:15][C:16]([O-])=[O:17])[C:12]([CH3:19])=[CH:11][CH:10]=2)=[CH:5][CH:4]=1.[Li+].[BH4-]>C1COCC1>[CH3:1][O:2][C:3]1[CH:8]=[CH:7][C:6]([C:9]2[N:14]=[C:13]([CH2:15][CH2:16][OH:17])[C:12]([CH3:19])=[CH:11][CH:10]=2)=[CH:5][CH:4]=1 |f:1.2|. Procedure: Following the same procedure described for the preparation of Example 470 and starting from [6-(4-methoxyphenyl)-3-methyl-2-pyridinyl]acetate (Example 479, 0.25 g, 0.88 mmol), LiBH4 (0.88 mL, 2 M in THF, 1.75 mmol) in THF (4.4 mL), the title compound was obtained (0.18 g, 84%). 1H NMR (400 MHz, CD2Cl2) δ 7.87 (d, 2H), 7.55-7.45 (m, 2H), 6.98 (d, 2H), 4.18-4.08 (m, 2H), 3.85 (s, 3H), 3.06-2.95 (m, 2H), 2.29 (s, 3H). The reactants are C(C)(=O)O[C@H]1[C@@H](O[C@@H]([C@H]1OC(C)=O)COC(C)=O)N1C=NC=2C(N[C@@H](CSC=3SC4=C(N3)C=CC(=C4)OCC)C)=NC(=NC12)Cl (2',3',5'-tri-O-acetyl-2 -chloro-N-[(R)-1-(6-ethoxy-2-benzothiazolyl)thio-2-propyl]adenosine), Cl.N[C@@H](CSC=1SC2=C(N1)C=CC(=C2)OCC)C (2-[(R)-2-amino-1-propylthio]-6-ethoxybenzothiazole hydrochloride), C(C)(=O)O[C@H]1[C@@H](O[C@@H]([C@H]1OC(C)=O)COC(C)=O)N1C2=NC(=NC(=C2N=C1)Cl)Cl (9-(2,3,5-tri-O-acetyl-β-D-ribofuranosyl)-2,6-dichloro-9H-purine), 2-[(R)-N-tert-butyloxycarbonyl]amino-1-propanol, C(C)OC1=CC2=C(N=C(S2)S)C=C1 (6-ethoxy-2-mercaptobenzothiazole), C[O-].[Na+] (sodium methoxide). Solvent: CO (methanol). Product: C(C)OC1=CC2=C(N=C(S2)SC[C@@H](C)NC=2C=3N=CN([C@H]4[C@H](O)[C@H](O)[C@@H](CO)O4)C3N=C(N2)Cl)C=C1 (N[(R)-1-(6-ethoxy-2-benzothiazolyl)thio-2-propyl]-2-chloroadenosine). Isolated yield 17.0%. Reaction SMILES: Cl.N[C@H](C)CSC1SC2C=C(OCC)C=CC=2N=1.C(OC1C=CC2N=C(S)SC=2C=1)C.C(O[C@@H]1[C@H](OC(=O)C)[C@@H](COC(=O)C)O[C@H]1N1C=NC2C1=NC(Cl)=NC=2Cl)(=O)C.C([O:64][C@@H:65]1[C@H:69]([O:70]C(=O)C)[C@@H:68]([CH2:74][O:75]C(=O)C)[O:67][C@H:66]1[N:79]1[C:104]2[N:103]=[C:102]([Cl:105])[N:101]=[C:83]([NH:84][C@H:85]([CH3:100])[CH2:86][S:87][C:88]3[S:89][C:90]4[CH:96]=[C:95]([O:97][CH2:98][CH3:99])[CH:94]=[CH:93][C:91]=4[N:92]=3)[C:82]=2[N:81]=[CH:80]1)(=O)C.C[O-].[Na+]>CO>[CH2:98]([O:97][C:95]1[CH:94]=[CH:93][C:91]2[N:92]=[C:88]([S:87][CH2:86][C@H:85]([NH:84][C:83]3[C:82]4[N:81]=[CH:80][N:79]([C:104]=4[N:103]=[C:102]([Cl:105])[N:101]=3)[C@@H:66]3[O:67][C@H:68]([CH2:74][OH:75])[C@@H:69]([OH:70])[C@H:65]3[OH:64])[CH3:100])[S:89][C:90]=2[CH:96]=1)[CH3:99] |f:0.1,5.6|. Procedure: The title compound was prepared according to general method A as described above in Example 1 by reacting 2-[(R)-2-amino-1-propylthio]-6-ethoxybenzothiazole hydrochloride [prepared by a Mitsunobu reaction as described in Example 1 using 2-[(R)-N-tert-butyloxycarbonyl]amino-1-propanol (3.5 g, 20 mmol) and 6-ethoxy-2-mercaptobenzothiazole (4.23 g, 20 mmol) followed by acidic hydrolysis] (3.8 g, 11.1 mmol) with 9-(2,3,5-tri-O-acetyl-β-D-ribofuranosyl)-2,6-dichloro-9H-purine (1.1 g, 2.5 mmol), follo... Reactants: C1(=CC=CC=C1)CC(=O)Cl (phenylacetylchloride), [Pb](SC#N)SC#N (lead (II) thiocyanate). Solvent: C1(=CC=CC=C1)C (toluene). Conditions: temperature 85 celsius, time 18 hour. Product: C1(=CC=CC=C1)CC(=O)N=C=S (Phenylacetyl isothiocyanate), oil. Yield: 70.9%. As a reaction SMILES: [C:1]1([CH2:7][C:8](Cl)=[O:9])[CH:6]=[CH:5][CH:4]=[CH:3][CH:2]=1.[Pb](SC#N)[S:12][C:13]#[N:14]>C1(C)C=CC=CC=1>[C:1]1([CH2:7][C:8]([N:14]=[C:13]=[S:12])=[O:9])[CH:6]=[CH:5][CH:4]=[CH:3][CH:2]=1. Reported procedure: To a 250 mL round bottom flask was added phenylacetylchloride (15.0 g, 97.0 mmol) and toluene (70 mL) followed by lead (II) thiocyanate (25.7 g, 97.0 mmol). Upon completion of addition, the resulting suspension was stirred at 85° C. for 18 h. After this time, the resulting solids were separated by vacuum filtration, and the filtrate was concentrated by rotary evaporation to provide a residue. The residue was purified via silica gel chromatography (10% EtOAc:Hex) to yield the title compound as a ...